The task is: describe an organic reaction: reactants, conditions, products, and yield. This data is from the Open Reaction Database (ORD), a public repository of structured organic reaction records. Starting materials: CC(O)=S, C1CCOC1, O=C(NCC1(CC2CC2)CCC(O)CC1)c1ccc(Cl)cc1Cl, c1ccc(P(c2ccccc2)c2ccccc2)cc1, O=P(c1ccccc1)(c1ccccc1)c1ccccc1. Yields the product CC(=S)OC1CCC(CNC(=O)c2ccc(Cl)cc2Cl)(CC2CC2)CC1. As a reaction SMILES: [C:43]([CH3:44])(=[S:45])[OH:46].[CH2:67]1[O:68][CH2:69][CH2:70][CH2:71]1.[Cl:20][c:21]1[c:22]([C:23](=[O:24])[NH:25][CH2:26][C:27]2([CH2:34][CH:35]3[CH2:36][CH2:37]3)[CH2:28][CH2:29][CH:30]([OH:33])[CH2:31][CH2:32]2)[cH:38][cH:39][c:40]([Cl:42])[cH:41]1.[c:1]1([P:2]([c:3]2[cH:4][cH:5][cH:6][cH:7][cH:8]2)[c:9]2[cH:10][cH:11][cH:12][cH:13][cH:14]2)[cH:15][cH:16][cH:17][cH:18][cH:19]1.[c:47]1([P:48](=[O:49])([c:50]2[cH:51][cH:52][cH:53][cH:54][cH:55]2)[c:56]2[cH:57][cH:58][cH:59][cH:60][cH:61]2)[cH:62][cH:63][cH:64][cH:65][cH:66]1>>[Cl:20][c:21]1[c:22]([C:23](=[O:24])[NH:25][CH2:26][C:27]2([CH2:34][CH:35]3[CH2:36][CH2:37]3)[CH2:28][CH2:29][CH:30]([O:33][C:43]([CH3:44])=[S:45])[CH2:31][CH2:32]2)[cH:38][cH:39][c:40]([Cl:42])[cH:41]1. As a reaction SMILES: [CH3:1][C:2]([C:5]1[CH:10]=[CH:9][C:8]([CH2:11][N:12]2[CH2:17][CH2:16][CH:15]([C:18]3[NH:22][C:21]4[CH:23]=[CH:24][CH:25]=[CH:26][C:20]=4[N:19]=3)[CH2:14][CH2:13]2)=[CH:7][CH:6]=1)([CH3:4])[CH3:3].C(=O)([O-])[O-].[K+].[K+].Cl[CH2:34][CH2:35][O:36][CH2:37][CH3:38].O>C(#N)C>[CH3:4][C:2]([C:5]1[CH:10]=[CH:9][C:8]([CH:11]2[CH2:14][CH:15]([C:18]3[N:22]([CH2:34][CH2:35][O:36][CH2:37][CH3:38])[C:21]4[CH:23]=[CH:24][CH:25]=[CH:26][C:20]=4[N:19]=3)[CH2:16][CH2:17][N:12]2[CH3:13])=[CH:7][CH:6]=1)([CH3:1])[CH3:3] |f:1.2.3|. Procedure details: To a solution of 3.47 g of 2-[1-((4-(1,1-dimethylethyl)phenyl) methyl)piperidine-4-yl]-1H-benzimidazole in 80 ml of acetonitrile, 1.38 g of potassium carbonate and 1.08 ml of 2-chloroethyl-ethyl ether are added and the mixture is refluxed for 8 hours; then is left to cool and poured onto 200 ml of water; it is extracted with ether (3×30 ml) and the ethereal layer is washed with water (3×20 ml) and dried over anhydrous sodium sulfate. The oil obtained by elimination of the ether is purified by co... Starting materials: CC(C)(C)C1=CC=C(C=C1)CN1CCC(CC1)C1=NC2=C(N1)C=CC=C2 (2-[1-((4-(1,1-dimethylethyl)phenyl) methyl)piperidine-4-yl]-1H-benzimidazole), C([O-])([O-])=O.[K+].[K+] (potassium carbonate), ClCCOCC (2-chloroethyl-ethyl ether), O (water). Yields the product CC(C)(C)C1=CC=C(C=C1)C1N(CCC(C1)C1=NC2=C(N1CCOCC)C=CC=C2)C ((4-(1.1-dimethylethyl)phenyl(methyl) piperidine-4-yl]-1-(2-ethoxyethyl)-1H-benzimidazole). The solvent is C(C)#N (acetonitrile).